describe an organic reaction: reactants, conditions, products, and yield From a dataset of the Open Reaction Database (ORD), a public repository of structured organic reaction records. Reaction conditions: temperature 150 celsius. Solvent: CO (methanol). Yields the product NC1=NC=2C=CC=CC2C2=C1N=C(N2CC(C)(O)C)NCCOC (1-{4-amino-2-[(2-methoxyethyl)amino]-1H-imidazo[4,5-c]quinolin-1-yl}-2-methylpropan-2-ol). Reaction SMILES: Cl[C:2]1[C:11]2[N:12]=[C:13]([NH:20][CH2:21][CH2:22][O:23][CH3:24])[N:14]([CH2:15][C:16]([CH3:19])([OH:18])[CH3:17])[C:10]=2[C:9]2[CH:8]=[CH:7][CH:6]=[CH:5][C:4]=2[N:3]=1.[NH3:25]>CO>[NH2:25][C:2]1[C:11]2[N:12]=[C:13]([NH:20][CH2:21][CH2:22][O:23][CH3:24])[N:14]([CH2:15][C:16]([CH3:19])([OH:18])[CH3:17])[C:10]=2[C:9]2[CH:8]=[CH:7][CH:6]=[CH:5][C:4]=2[N:3]=1. Reported procedure: 1-{4-Chloro-2-[(2-methoxyethyl)amino]-1H-imidazo[4,5-c]quinolin-1-yl}-2-methylpropan-2-ol (2.1 g, 6.2 mmol) and ammonia (25 mL of a 7 N solution in methanol) were added to a high-pressure vessel, which was sealed and heated overnight in an oven at 150° C. and then allowed to cool to ambient temperature. The solvent was removed under reduced pressure, and the residue was purified by flash chromatography on silica gel (eluting with 2% methanol in dichloromethane with 1% ammonium hydroxide added.) ... Reactants: ClC1=NC=2C=CC=CC2C2=C1N=C(N2CC(C)(O)C)NCCOC (1-{4-Chloro-2-[(2-methoxyethyl)amino]-1H-imidazo[4,5-c]quinolin-1-yl}-2-methylpropan-2-ol), N (ammonia), solution. The reactants are C(C)(=O)C=1C=CC(=C(C(=O)Cl)C1)OCC (5-acetyl-2-ethoxybenzoyl chloride), NC=1C(=NN(C1C(=O)N)C)CCC (4-amino-1-methyl-3-n-propylpyrazole-5-carboxamide). The product is C(C)(=O)C=1C=CC(=C(C(=O)NC=2C(=NN(C2C(=O)N)C)CCC)C1)OCC (4-(5-Acetyl-2-ethoxybenzamido)-1-methyl-3-n-propylpyrazole-5-carboxamide), solid. Isolated yield 60.0%. Reaction SMILES: [C:1]([C:4]1[CH:5]=[CH:6][C:7]([O:13][CH2:14][CH3:15])=[C:8]([CH:12]=1)[C:9](Cl)=[O:10])(=[O:3])[CH3:2].[NH2:16][C:17]1[C:18]([CH2:26][CH2:27][CH3:28])=[N:19][N:20]([CH3:25])[C:21]=1[C:22]([NH2:24])=[O:23]>>[C:1]([C:4]1[CH:5]=[CH:6][C:7]([O:13][CH2:14][CH3:15])=[C:8]([CH:12]=1)[C:9]([NH:16][C:17]1[C:18]([CH2:26][CH2:27][CH3:28])=[N:19][N:20]([CH3:25])[C:21]=1[C:22]([NH2:24])=[O:23])=[O:10])(=[O:3])[CH3:2]. Reported procedure: The title compound was prepared from 5-acetyl-2-ethoxybenzoyl chloride and 4-amino-1-methyl-3-n-propylpyrazole-5-carboxamide following the procedure of Preparation 6, and was obtained as a white solid (60%), m.p. 225°-227° C. Found: C,61.35; H,6.25; N,15.07. C19H24N4O4 requires C,61.28; H,6.50; N,15.04%. The reactants are C1(=CC=CC=C1)S(=O)(=O)N1C(=CC=2C1=NC=C(C2)F)C(=CC2CCOCC2)C2=CC=C(C=C2)S(=O)(=O)C (1-benzenesulfonyl-5-fluoro-2-[1-(4-methanesulfonyl-phenyl)-2-(tetrahydro-pyran-4-yl)-vinyl]-1H-pyrrolo[2,3-b]pyridine), [F-].C(CCC)[N+](CCCC)(CCCC)CCCC (tetrabutylammonium fluoride), O1CCCC1 (tetrahydrofuran). The solvent is [Cl-].[Na+].O (brine). Conditions: time 12 hour. Yields the product FC=1C=C2C(=NC1)NC(=C2)\C(=C\C2CCOCC2)\C2=CC=C(C=C2)S(=O)(=O)C (5-fluoro-2-[(E)-1-(4-methanesulfonyl-phenyl)-2-(tetrahydro-pyran-4-yl)-vinyl]-1H-pyrrolo[2,3-b]pyridine). The yield is 99.9%. RXN SMILES: C1(S([N:10]2[C:14]3=[N:15][CH:16]=[C:17]([F:19])[CH:18]=[C:13]3[CH:12]=[C:11]2[C:20]([C:28]2[CH:33]=[CH:32][C:31]([S:34]([CH3:37])(=[O:36])=[O:35])=[CH:30][CH:29]=2)=[CH:21][CH:22]2[CH2:27][CH2:26][O:25][CH2:24][CH2:23]2)(=O)=O)C=CC=CC=1.[F-].C([N+](CCCC)(CCCC)CCCC)CCC.O1CCCC1>[Cl-].[Na+].O>[F:19][C:17]1[CH:18]=[C:13]2[CH:12]=[C:11](/[C:20](/[C:28]3[CH:33]=[CH:32][C:31]([S:34]([CH3:37])(=[O:36])=[O:35])=[CH:30][CH:29]=3)=[CH:21]/[CH:22]3[CH2:27][CH2:26][O:25][CH2:24][CH2:23]3)[NH:10][C:14]2=[N:15][CH:16]=1 |f:1.2,4.5.6|. Procedure details: A mixture of 1-benzenesulfonyl-5-fluoro-2-[1-(4-methanesulfonyl-phenyl)-2-(tetrahydro-pyran-4-yl)-vinyl]-1H-pyrrolo[2,3-b]pyridine (405 mg, 0.75 mmol) and tetrabutylammonium fluoride in tetrahydrofuran (1 M, 15 mL, 15 mmol) was stirred for 12 h at room temperature. The mixture was poured into brine (15 mL), extracted with ethyl acetate (2×50 mL), washed with a saturated aqueous ammonium chloride solution (3×20 mL), dried over anhydrous sodium sulfate and then concentrated in vacuo to afford 5-fl... The reactants are COC1=CC=C2CCC(CC2=C1)NC (7-methoxy-2-methylamino-1,2,3,4-tetrahydronaphthalene), C(C=C)#N (Acrylonitrile). Run in CO (methanol). Yields the product CN(CCC#N)C1CC2=CC(=CC=C2CC1)OC (2-[N-Methyl-N-(2-cyano-ethyl)-amino]-7-methoxy-1,2,3,4-tetrahydronaphthalene). Reaction SMILES: [CH3:1][O:2][C:3]1[CH:12]=[C:11]2[C:6]([CH2:7][CH2:8][CH:9]([NH:13][CH3:14])[CH2:10]2)=[CH:5][CH:4]=1.[C:15](#[N:18])[CH:16]=[CH2:17]>CO>[CH3:14][N:13]([CH:9]1[CH2:8][CH2:7][C:6]2[C:11](=[CH:12][C:3]([O:2][CH3:1])=[CH:4][CH:5]=2)[CH2:10]1)[CH2:17][CH2:16][C:15]#[N:18]. Procedure: First, 7-methoxy-2-methylamino-1,2,3,4-tetrahydronaphthalene (5.76 g, 0.0253 mol) is dissolved in methanol (100 ml) with stirring. Acrylonitrile (2.07 ml, 0.0316 mol) is added and the mixture is heated for 3 hours to 50°-55° C. Then the solvent is distilled off. Yield: 6.2 g. Rf value: 0.75 (alumina, eluant: methylene chloride). Starting materials: N1C(=NC2=C1C=CC=C2)C(=O)N([C@@H]2CN(C[C@@H](C2)C(=O)N2CCOCC2)C(=O)OC(C)(C)C)CC(C)C (tert-butyl (3S,5R)-3-[(1H-benzimidazol-2-ylcarbonyl)(2-methylpropyl)amino]-5-(morpholin-4-ylcarbonyl)piperidine-1-carboxylate), CS(=O)(=O)OCCCCOC (4-methoxybutyl methanesulfonate), C([O-])([O-])=O.[Cs+].[Cs+] (cesium carbonate). The solvent is CN(C(C)=O)C (N,N-dimethylacetamide), O (water). Product: COCCCCN1C(=NC2=C1C=CC=C2)C(=O)N([C@@H]2CN(C[C@@H](C2)C(=O)N2CCOCC2)C(=O)OC(C)(C)C)CC(C)C (tert-butyl (3S,5R)-3-[{[1-(4-methoxybutyl)-1H-benzimidazol-2-yl]carbonyl}(2-methylpropyl)amino]-5-(morpholin-4-ylcarbonyl)piperidine-1-carboxylate). Isolated yield 81.4%. Reaction SMILES: [NH:1]1[C:5]2[CH:6]=[CH:7][CH:8]=[CH:9][C:4]=2[N:3]=[C:2]1[C:10]([N:12]([CH2:34][CH:35]([CH3:37])[CH3:36])[C@H:13]1[CH2:18][C@@H:17]([C:19]([N:21]2[CH2:26][CH2:25][O:24][CH2:23][CH2:22]2)=[O:20])[CH2:16][N:15]([C:27]([O:29][C:30]([CH3:33])([CH3:32])[CH3:31])=[O:28])[CH2:14]1)=[O:11].CS(O[CH2:43][CH2:44][CH2:45][CH2:46][O:47][CH3:48])(=O)=O.C(=O)([O-])[O-].[Cs+].[Cs+]>CN(C)C(=O)C.O>[CH3:48][O:47][CH2:46][CH2:45][CH2:44][CH2:43][N:1]1[C:5]2[CH:6]=[CH:7][CH:8]=[CH:9][C:4]=2[N:3]=[C:2]1[C:10]([N:12]([CH2:34][CH:35]([CH3:37])[CH3:36])[C@H:13]1[CH2:18][C@@H:17]([C:19]([N:21]2[CH2:22][CH2:23][O:24][CH2:25][CH2:26]2)=[O:20])[CH2:16][N:15]([C:27]([O:29][C:30]([CH3:31])([CH3:32])[CH3:33])=[O:28])[CH2:14]1)=[O:11] |f:2.3.4|. Reported procedure: A solution of tert-butyl (3S,5R)-3-[(1H-benzimidazol-2-ylcarbonyl)(2-methylpropyl)amino]-5-(morpholin-4-ylcarbonyl)piperidine-1-carboxylate (200 mg), 4-methoxybutyl methanesulfonate (107 mg) and cesium carbonate (254 mg) in N,N-dimethylacetamide (5 ml) was stirred at 60° C. for 15 hr. After cooling to room temperature, the reaction mixture was diluted with water and extracted with ethyl acetate (10 ml×2). The extract was washed with saturated brine, and dried over anhydrous magnesium sulfate. Th... Reactants: FC(C=1C=C(CN([C@@H]2C3=C(N(CCC2)CCO)C=C(C(=C3)C)C(F)(F)F)C=3N=NN(N3)C)C=C(C1)C(F)(F)F)(F)F ((S)-2-{5-[(3,5-Bis-trifluoromethyl-benzyl)-(2-methyl-2H-tetrazol-5-yl)-amino]-7-methyl-8-trifluoromethyl-2,3,4,5-tetrahydro-benzo[b]azepin-1-yl}-ethanol), N1=CC=CC=C1 (pyridine), C(C)(=O)Cl (acetyl chloride). The solvent is ClCCl (dichloromethane), ClCCl (dichloromethane). Reaction conditions: time 14 hour. Product: FC(C=1C=C(CN([C@@H]2C3=C(N(CCC2)CCOC(C)=O)C=C(C(=C3)C)C(F)(F)F)C=3N=NN(N3)C)C=C(C1)C(F)(F)F)(F)F ((S)-Acetic acid 2-{5-[(3,5-bis-trifluoromethyl-benzyl)-(2-methyl-2H-tetrazol-5-yl)-amino]-7-methyl-8-trifluoromethyl-2,3,4,5-tetrahydro-benzo[b]azepin-1-yl}-ethyl ester). RXN SMILES: [F:1][C:2]([F:41])([F:40])[C:3]1[CH:4]=[C:5]([CH:33]=[C:34]([C:36]([F:39])([F:38])[F:37])[CH:35]=1)[CH2:6][N:7]([C:27]1[N:28]=[N:29][N:30]([CH3:32])[N:31]=1)[C@H:8]1[CH2:14][CH2:13][CH2:12][N:11]([CH2:15][CH2:16][OH:17])[C:10]2[CH:18]=[C:19]([C:23]([F:26])([F:25])[F:24])[C:20]([CH3:22])=[CH:21][C:9]1=2.N1C=CC=CC=1.[C:48](Cl)(=[O:50])[CH3:49]>ClCCl>[F:37][C:36]([F:39])([F:38])[C:34]1[CH:33]=[C:5]([CH:4]=[C:3]([C:2]([F:40])([F:1])[F:41])[CH:35]=1)[CH2:6][N:7]([C:27]1[N:28]=[N:29][N:30]([CH3:32])[N:31]=1)[C@H:8]1[CH2:14][CH2:13][CH2:12][N:11]([CH2:15][CH2:16][O:17][C:48](=[O:50])[CH3:49])[C:10]2[CH:18]=[C:19]([C:23]([F:24])([F:25])[F:26])[C:20]([CH3:22])=[CH:21][C:9]1=2. Reported procedure: To a solution of (S)-2-{5-[(3,5-Bis-trifluoromethyl-benzyl)-(2-methyl-2H-tetrazol-5-yl)-amino]-7-methyl-8-trifluoromethyl-2,3,4,5-tetrahydro-benzo[b]azepin-1-yl}-ethanol (Example 130, Step 2) (0.12 mmol) in dichloromethane (5 mL), add pyridine (0.47 mmol) followed by acetyl chloride (0.47 mmol). After stirring at room temperature for 14 h, quench the reaction with water (5 mL) and dilute with dichloromethane (5 mL). Separate the organic phase and wash the aqueous with dichloromethane (2×5 mL). D... Yield: 38.1%. The solvent is O.C(C)O (water ethanol). Starting materials: ClC1=NC(=NC(=C1)C(F)(F)F)C1=CC=NC=C1 (4-chloro-2-(4-pyridinyl)-6-(trifluoromethyl)pyrimidine), CC1=C(N)C=C(C=C1)C (2,5-dimethylaniline), Cl (HCl). Product: Cl.CC1=C(NC2=NC(=NC(=C2)C(F)(F)F)C2=CC=NC=C2)C=C(C=C1)C (4-(2,5-Dimethylanilino)-2-(4-pyridinyl)-6-(trifluoromethyl)pyrimidine hydrochloride). Procedure details: A mixture of 4-chloro-2-(4-pyridinyl)-6-(trifluoromethyl)pyrimidine (50 mg, 0.193 mmol), 2,5-dimethylaniline (36 μl, 0.290 mmol) and 2N HCl (150 μl) in water:ethanol (2:1, 10 ml) was refluxed for 24 h. The mixture was cooled to room temperature. The resulting precipitate was filtered, washed with water and aqueous ethanol to give a white solid (28 mg, 42%). 1H NMR (CDCl3): 8.77 (dd, J=1.5, 4.5 Hz, 2H), 8.27 (dd, J=1.5, 4.5 Hz, 2H), 7.24 (d, J=7.8 Hz, 1H), 7.18 (s, 1H), 7.11 (dd, J=1.8, 7.8 Hz, 1... As a reaction SMILES: [Cl:1][C:2]1[CH:7]=[C:6]([C:8]([F:11])([F:10])[F:9])[N:5]=[C:4]([C:12]2[CH:17]=[CH:16][N:15]=[CH:14][CH:13]=2)[N:3]=1.[CH3:18][C:19]1[CH:25]=[CH:24][C:23]([CH3:26])=[CH:22][C:20]=1[NH2:21].Cl>O.C(O)C>[ClH:1].[CH3:18][C:19]1[CH:25]=[CH:24][C:23]([CH3:26])=[CH:22][C:20]=1[NH:21][C:2]1[CH:7]=[C:6]([C:8]([F:11])([F:10])[F:9])[N:5]=[C:4]([C:12]2[CH:17]=[CH:16][N:15]=[CH:14][CH:13]=2)[N:3]=1 |f:3.4,5.6|. Starting materials: NCC1N(CCC1)C(=O)OC(C)(C)C (1,1-dimethylethyl 2-(aminomethyl)-1-pyrrolidinecarboxylate), C(=O)C1=CC=C(C(=O)OC)C=C1 (methyl 4-formylbenzoate), C(C)(=O)O (acetic acid), C(C)(=O)O[BH-](OC(C)=O)OC(C)=O.[Na+] (sodium triacetoxyborohydride), C([O-])(O)=O.[Na+] (sodium bicarbonate). Run in ClC(C)Cl (dichloroethane). Conditions: time 17 hour. The product is COC(=O)C1=CC=C(C=C1)CNCC1N(CCC1)C(=O)OC(C)(C)C (1,1-dimethylethyl 2-[[[[4-(methoxycarbonyl)phenyl]methyl]amino]methyl]-1-pyrrolidinecarboxylate). Isolated yield 45.9%. As a reaction SMILES: [NH2:1][CH2:2][CH:3]1[CH2:7][CH2:6][CH2:5][N:4]1[C:8]([O:10][C:11]([CH3:14])([CH3:13])[CH3:12])=[O:9].[CH:15]([C:17]1[CH:26]=[CH:25][C:20]([C:21]([O:23][CH3:24])=[O:22])=[CH:19][CH:18]=1)=O.C(O)(=O)C.C(O[BH-](OC(=O)C)OC(=O)C)(=O)C.[Na+].C(=O)(O)[O-].[Na+]>ClC(Cl)C>[CH3:24][O:23][C:21]([C:20]1[CH:25]=[CH:26][C:17]([CH2:15][NH:1][CH2:2][CH:3]2[CH2:7][CH2:6][CH2:5][N:4]2[C:8]([O:10][C:11]([CH3:14])([CH3:13])[CH3:12])=[O:9])=[CH:18][CH:19]=1)=[O:22] |f:3.4,5.6|. Procedure details: A solution of 1,1-dimethylethyl 2-(aminomethyl)-1-pyrrolidinecarboxylate (1000 mg, 5 mmol) and methyl 4-formylbenzoate (820 mg, 5 mmol) in dichloroethane was stirred as acetic acid (450 mg, 7.5 mmol) and sodium triacetoxyborohydride (1271 mg, 6 mmol) were added sequentially at ambient temperature. After stirring at ambient temperature for 17 hours, treated with a saturated aqueous solution of sodium bicarbonate and extracted with EtOAc. The combined organic extracts were dried and concentrated. ...